This data is from the Open Reaction Database (ORD), a public repository of structured organic reaction records. The task is: describe an organic reaction: reactants, conditions, products, and yield The reactants are CCCCN, Cc1csc2c(Cl)nc(Cl)nc12, CN(C)C=O, O. Yields the product CCCCNc1nc(Cl)nc2c(C)csc12. Reaction SMILES: [CH2:13]([CH2:14][CH2:15][CH3:16])[NH2:17].[Cl:1][c:2]1[n:3][c:4]([Cl:12])[c:5]2[c:6]([n:7]1)[c:8]([CH3:11])[cH:9][s:10]2.[O:19]=[CH:20][N:21]([CH3:22])[CH3:23].[OH2:18]>>[Cl:1][c:2]1[n:3][c:4]([NH:17][CH2:13][CH2:14][CH2:15][CH3:16])[c:5]2[c:6]([n:7]1)[c:8]([CH3:11])[cH:9][s:10]2. The reactants are CC1(C(NC(N1)=O)=O)CSC1=CC=C(C=C1)C1=CC=C(C=C1)OC(F)(F)F (5-methyl-5-[({4′-[(trifluoromethyl)oxy]-1,1′-biphenyl-4-yl}thio)methyl]imidazolidine-2,4-dione), OOS(=O)[O-].[K+] (oxone), C([O-])(O)=O.[Na+] (sodium bicarbonate), O (water). The solvent is CO (Methanol). Product: CC1(C(NC(N1)=O)=O)CS(=O)C1=CC=C(C=C1)C1=CC=C(C=C1)OC(F)(F)F (5-methyl-5-[({4′-[(trifluoromethyl)oxy]-1,1′-biphenyl-4-yl}sulfinyl)methyl]imidazolidine-2,4-dione). The yield is 43.3%. Reaction SMILES: [CH3:1][C:2]1([CH2:9][S:10][C:11]2[CH:16]=[CH:15][C:14]([C:17]3[CH:22]=[CH:21][C:20]([O:23][C:24]([F:27])([F:26])[F:25])=[CH:19][CH:18]=3)=[CH:13][CH:12]=2)[NH:6][C:5](=[O:7])[NH:4][C:3]1=[O:8].[OH:28]OS([O-])=O.[K+].C(=O)(O)[O-].[Na+].O>CO>[CH3:1][C:2]1([CH2:9][S:10]([C:11]2[CH:12]=[CH:13][C:14]([C:17]3[CH:22]=[CH:21][C:20]([O:23][C:24]([F:25])([F:27])[F:26])=[CH:19][CH:18]=3)=[CH:15][CH:16]=2)=[O:28])[NH:6][C:5](=[O:7])[NH:4][C:3]1=[O:8] |f:1.2,3.4|. Reported procedure: 5-methyl-5-[({4′-[(trifluoromethyl)oxy]-1,1′-biphenyl-4-yl}thio)methyl]imidazolidine-2,4-dione (48 mg, 0.112 mmol) was stirred at room temperature with oxone (50 mg), sodium bicarbonate (50 mg), water (5 ml) and Methanol (10 ml) for 18 hours. The solid was filtered off and crystallised from ethanol to give 20 mg of the title compound. Reactants: O=C([O-])[O-], CS(=O)(=O)OC1CN(C(=O)c2nnc(-c3ccccc3)o2)C1, [Cs+], [Cs+], CN(C)C=O, O=Cc1ccc(O)cc1. Product: O=Cc1ccc(OC2CN(C(=O)c3nnc(-c4ccccc4)o3)C2)cc1. As a reaction SMILES: [C:10](=[O:11])([O-:12])[O-:13].[CH3:16][S:17]([O:18][CH:21]1[CH2:22][N:23]([C:25](=[O:26])[c:27]2[o:28][c:29](-[c:32]3[cH:33][cH:34][cH:35][cH:36][cH:37]3)[n:30][n:31]2)[CH2:24]1)(=[O:19])=[O:20].[Cs+:14].[Cs+:15].[O:38]=[CH:39][N:40]([CH3:41])[CH3:42].[OH:1][c:2]1[cH:3][cH:4][c:5]([CH:6]=[O:7])[cH:8][cH:9]1>>[O:1]([c:2]1[cH:3][cH:4][c:5]([CH:6]=[O:7])[cH:8][cH:9]1)[CH:21]1[CH2:22][N:23]([C:25](=[O:26])[c:27]2[o:28][c:29](-[c:32]3[cH:33][cH:34][cH:35][cH:36][cH:37]3)[n:30][n:31]2)[CH2:24]1. Reactants: Cl.N1=CC=CC=C1 (pyridine hydrochloride), ClC(C(=O)Cl)(Cl)Cl (trichloroacetyl chloride), ClC=1C(=C(/C=C/C(N)=NO)C=CC1)F ((E)-3-chloro-2-fluoro-cinnamamide oxime), N1=CC=CC=C1 (pyridine). The solvent is C(Cl)(Cl)Cl (chloroform). Conditions: time 1 hour. The product is ClC=1C(=C(/C=C/C2=NOC(=N2)C(Cl)(Cl)Cl)C=CC1)F ((E)-3-(3-chloro-2-fluoro-styryl)-5-trichloromethyl-1,2,4-oxadiazole). The yield is 48.7%. RXN SMILES: [Cl:1][C:2]([Cl:7])([Cl:6])[C:3](Cl)=[O:4].[Cl:8][C:9]1[C:10]([F:21])=[C:11]([CH:18]=[CH:19][CH:20]=1)/[CH:12]=[CH:13]/[C:14](=[N:16]O)[NH2:15].N1C=CC=CC=1.Cl.N1C=CC=CC=1>C(Cl)(Cl)Cl>[Cl:8][C:9]1[C:10]([F:21])=[C:11]([CH:18]=[CH:19][CH:20]=1)/[CH:12]=[CH:13]/[C:14]1[N:16]=[C:3]([C:2]([Cl:7])([Cl:6])[Cl:1])[O:4][N:15]=1 |f:3.4|. Reported procedure: 12.7 g (0.07 mol) of trichloroacetyl chloride are added dropwise to a suspension of 6.4 g (0.03 mol) of (E)-3-chloro-2-fluoro-cinnamamide oxime in 90 ml of chloroform and 6 ml (0.07 mol) of dry pyridine. During this process the temperature of the reaction mixture rises slightly. Stirring is subsequently continued for 1 hour, and the pyridine hydrochloride which separates out in this process is filtered off and washed with chloroform. The filtrate is concentrated in vacuo and the solid which rema... Starting materials: CC(C)(C)O, [O-][Cl+][O-], Cc1cc(C=O)cc(Cl)c1O, NS(=O)(=O)O, [Na+], O. RXN SMILES: [CH3:22][C:23]([OH:24])([CH3:25])[CH3:26].[Cl+:17]([O-:18])[O-:19].[Cl:6][c:7]1[cH:8][c:9]([CH:10]=[O:11])[cH:12][c:13]([CH3:16])[c:14]1[OH:15].[NH2:1][S:2](=[O:3])(=[O:4])[OH:5].[Na+:20].[OH2:21]>>[Cl:6][c:7]1[cH:8][c:9]([C:10](=[O:11])[OH:18])[cH:12][c:13]([CH3:16])[c:14]1[OH:15]. Yields the product Cc1cc(C(=O)O)cc(Cl)c1O. The reactants are [BH4-].[Na+] (Sodium borohydride), BrC1C2(OC(NC1C(C(C2O)O)O)=O)CO (9-bromo-6,7,8-trihydroxy-1-hydroxymethyl-3-oxo-2-oxa-4-azabicyclo[3.3.1]nonane), C(C)(=O)O (acetic acid). The solvent is O (water). Yields the product OC1C2NC(OC(C(C1O)O)(C2)CO)=O (6,7,8-trihydroxy-1-hydroxymethyl-3-oxo-2-oxa-4-azabicyclo[3.3.1]nonane). Yield: 87.0%. As a reaction SMILES: [BH4-].[Na+].Br[CH:4]1[CH:9]2[CH:10]([OH:15])[CH:11]([OH:14])[CH:12]([OH:13])[C:5]1([CH2:17][OH:18])[O:6][C:7](=[O:16])[NH:8]2.C(O)(=O)C>O>[OH:15][CH:10]1[CH:11]([OH:14])[CH:12]([OH:13])[C:5]2([CH2:17][OH:18])[CH2:4][CH:9]1[NH:8][C:7](=[O:16])[O:6]2 |f:0.1|. Procedure details: Sodium borohydride (55 g) is added by portions to a solution of 9-bromo-6,7,8-trihydroxy-1-hydroxymethyl-3-oxo-2-oxa-4-azabicyclo[3.3.1]nonane (100 g) in water (1.3 l) at 25°-30° C. with stirring. After stirring for 2 hours at the same temperature, the reaction mixture is adjusted to pH 6-7 with acetic acid and concentrated to about 800 ml under reduced pressure. The concentrate is chromatographed on a column of activated carbon (4.8 l), and the column is washed with water (5 l) and eluted with ... Reactants: OCCCN(S(=O)(=O)C1=CC=CC=C1)C(C)C (N-(3-hydroxypropyl)-N-isopropylbenzenesulfonamide), C1(=CC=CC=C1)P(C1=CC=CC=C1)C1=CC=CC=C1 (triphenylphosphine), N1C=NC=C1 (imidazole), II (iodine). The solvent is C(Cl)Cl (CH2Cl2), C(Cl)Cl (CH2Cl2). Run at time 18 hour. Yields the product ICCCN(S(=O)(=O)C1=CC=CC=C1)C(C)C (N-(3-Iodopropyl)-N-isopropylbenzenesulfonamide). RXN SMILES: C1(P(C2C=CC=CC=2)C2C=CC=CC=2)C=CC=CC=1.N1C=CN=C1.[I:25]I.O[CH2:28][CH2:29][CH2:30][N:31]([CH:41]([CH3:43])[CH3:42])[S:32]([C:35]1[CH:40]=[CH:39][CH:38]=[CH:37][CH:36]=1)(=[O:34])=[O:33]>C(Cl)Cl>[I:25][CH2:28][CH2:29][CH2:30][N:31]([CH:41]([CH3:43])[CH3:42])[S:32]([C:35]1[CH:40]=[CH:39][CH:38]=[CH:37][CH:36]=1)(=[O:34])=[O:33]. Procedure: To a solution of triphenylphosphine (4.4 g, 16.6 mmol) and imidazole (1.2 g, 16.7 mmol) in CH2Cl2 (40 mL) at RT, is added iodine (4.3 g, 17 mmol) portionwise. To this solution is added N-(3-hydroxypropyl)-N-isopropylbenzenesulfonamide (4.2 g, 16.5 mmol) in CH2Cl2 (8 mL) dropwise and the mixture allowed to stir at RT for 18 h. The mixture is then filtered and the filtrate concentrated to an oil, which is partitioned between ether and saturated sodium thiosulfate. The aqueous phase is extracted wi... The reactants are CCN1c2ncccc2C(=S)Nc2c(C)cc(C)nc21, CI, CN(C)C=O, [H-], [Na+]. Yields the product CCN1c2ncccc2C(SC)=Nc2c(C)cc(C)nc21. As a reaction SMILES: [CH3:1][c:2]1[cH:3][c:4]([CH3:20])[c:5]2[c:11]([n:12]1)[N:10]([CH2:13][CH3:14])[c:9]1[c:8]([cH:18][cH:17][cH:16][n:15]1)[C:7](=[S:19])[NH:6]2.[CH3:23][I:24].[CH3:25][N:26]([CH3:27])[CH:28]=[O:29].[H-:22].[Na+:21]>>[CH3:1][c:2]1[cH:3][c:4]([CH3:20])[c:5]2[c:11]([n:12]1)[N:10]([CH2:13][CH3:14])[c:9]1[c:8]([cH:18][cH:17][cH:16][n:15]1)[C:7]([S:19][CH3:23])=[N:6]2. Reactants: C(C)(=O)N1C(C2C(C1)CCC2)(C(=O)OCC)C(=O)OCC (rac-diethyl 2-acetylhexahydrocyclopenta[c]pyrrole-1,1(2H)-dicarboxylate), CC(=O)O (AcOH), Br (HBr). Reaction conditions: temperature 120 celsius. Product: Br.C1(NCC2C1CCC2)C(=O)O (Octahydrocyclopenta[c]pyrrole-1-carboxylic acid hydrobromide). As a reaction SMILES: C([N:4]1[CH2:8][CH:7]2[CH2:9][CH2:10][CH2:11][CH:6]2[C:5]1(C(OCC)=O)[C:12]([O:14]CC)=[O:13])(=O)C.CC(O)=O.[BrH:26]>>[BrH:26].[CH:5]1([C:12]([OH:14])=[O:13])[CH:6]2[CH2:11][CH2:10][CH2:9][CH:7]2[CH2:8][NH:4]1 |f:3.4|. Procedure details: A solution of the rac-diethyl 2-acetylhexahydrocyclopenta[c]pyrrole-1,1(2H)-dicarboxylate prepared above in 48% aqueous HBr and AcOH (4:1) was heated at 120° C. for 16 h. The reaction mixture was cooled, concentrated in vacuo and lyophilized to yield the title compound. MS (ESI) 156 (M+H). The reactants are CN1C(=NC(=CC1=O)C1=NC=NC=C1)N1[C@@H](CNCC1)C (1-methyl-2-((2R)-2-methyl-piperazin-1-yl)-1H-[4,4′]bipyrimidinyl-6-one), C([O-])([O-])=O.[K+].[K+] (potassium carbonate), BrCC1=CC=C(C=C1)C1=NOC(=N1)C (3-[4-(bromomethyl)phenyl]-5-methyl-1,2,4-oxadiazole). Solvent: CN(C=O)C (N,N-dimethylformamide). Reaction conditions: time 4 hour. Yields the product CN1C(=NC(=CC1=O)C1=NC=NC=C1)N1[C@@H](CN(CC1)CC1=CC=C(C=C1)C1=NOC(=N1)C)C (1-methyl-2-{(2R)-2-methyl-4-[4-(5-methyl-[1,2,4]oxadiazol-3-yl)-benzyl]-piperazin-1-yl}-1H-[4,4′]bipyrimidinyl-6-one). Isolated yield 62.9%. As a reaction SMILES: [CH3:1][N:2]1[C:7](=[O:8])[CH:6]=[C:5]([C:9]2[CH:14]=[CH:13][N:12]=[CH:11][N:10]=2)[N:4]=[C:3]1[N:15]1[CH2:20][CH2:19][NH:18][CH2:17][C@H:16]1[CH3:21].C(=O)([O-])[O-].[K+].[K+].Br[CH2:29][C:30]1[CH:35]=[CH:34][C:33]([C:36]2[N:40]=[C:39]([CH3:41])[O:38][N:37]=2)=[CH:32][CH:31]=1>CN(C)C=O>[CH3:1][N:2]1[C:7](=[O:8])[CH:6]=[C:5]([C:9]2[CH:14]=[CH:13][N:12]=[CH:11][N:10]=2)[N:4]=[C:3]1[N:15]1[CH2:20][CH2:19][N:18]([CH2:29][C:30]2[CH:31]=[CH:32][C:33]([C:36]3[N:40]=[C:39]([CH3:41])[O:38][N:37]=3)=[CH:34][CH:35]=2)[CH2:17][C@H:16]1[CH3:21] |f:1.2.3|. Procedure: To a solution of 1-methyl-2-((2R)-2-methyl-piperazin-1-yl)-1H-[4,4′]bipyrimidinyl-6-one (0.15 g, 0.52 mmol) and potassium carbonate (0.22 g, 1.59 mmol) in N,N-dimethylformamide (1.5 ml) was added 3-[4-(bromomethyl)phenyl]-5-methyl-1,2,4-oxadiazole (0.14 g, 0.55 mmol) at room temperature and the mixture was stirred for 4 hours. The mixture was partitioned between water and dichloromethane, and the organic layer was washed with water, brine, and dried over sodium sulfate, and concentrated under re...